From a dataset of the Open Reaction Database (ORD), a public repository of structured organic reaction records. describe an organic reaction: reactants, conditions, products, and yield Reaction SMILES: [CH2:7]([CH3:8])[O:9][C:10](=[O:11])[Cl:12].[CH:1]1([NH2:6])[CH2:2][CH2:3][CH2:4][CH2:5]1.[Cl:19][CH2:20][Cl:21].[K+:13].[K+:14].[O-:15][C:16]([O-:17])=[O:18]>>[CH:1]1([NH:6][C:10]([O:9][CH2:7][CH3:8])=[O:11])[CH2:2][CH2:3][CH2:4][CH2:5]1. Product: CCOC(=O)NC1CCCC1. Starting materials: CCOC(=O)Cl, NC1CCCC1, ClCCl, [K+], [K+], O=C([O-])[O-]. Starting materials: ester, O[Li].O (LiOH.H2O), OC1=NC=NC=C1C(=O)OCC (Ethyl 4-hydroxypyrimidine-5-carboxylate). The solvent is C1CCOC1 (THF), CO (MeOH). Run at time 8 hour. The product is OC1=NC=NC=C1C(=O)O (4-HYDROXYPYRIMIDINE-5-CARBOXYLIC ACID). Reaction SMILES: [OH:1][C:2]1[C:7]([C:8]([O:10]CC)=[O:9])=[CH:6][N:5]=[CH:4][N:3]=1.O[Li].O>C1COCC1.CO>[OH:1][C:2]1[C:7]([C:8]([OH:10])=[O:9])=[CH:6][N:5]=[CH:4][N:3]=1 |f:1.2|. Procedure: Ethyl 4-hydroxypyrimidine-5-carboxylate can be prepared following the procedure of M. Pesson et al., Eur. J. Med. Chem.—Chim. Ther. 1974, 9, 585. A solution of this ester (500 mg, 3 mmol) in THF (10 mL) and MeOH (5 mL) was treated with LiOH.H2O (373 mg, 8.9 mmol) and stirred overnight. The mixture was quenched with conc. HCl (1 mL) and extracted with EtOAc (2×20 mL). The combined organic extract was dried (MgSO4) and concentrated to give 260 mg of the title compound 19 as an orange solid, m.p. 2...